Task: describe an organic reaction: reactants, conditions, products, and yield. Dataset: the Open Reaction Database (ORD), a public repository of structured organic reaction records The reactants are C(OC1=CC=CC=C1)(OC1=CC=CC=C1)=O (diphenyl carbonate), CCOC(=O)C (EtOAc), FC=1C(=NC(=NC1)OCC1=CC=C(C=C1)F)N (5-fluoro-2-(4-fluorobenzyloxy)pyrimidin-4-ylamine), [H-].[Na+] (NaH). Solvent: C1CCOC1 (THF), C1CCOC1 (THF). Product: C1(=CC=CC=C1)OC(NC1=NC(=NC=C1F)OCC1=CC=C(C=C1)F)=O ([5-fluoro-2-(4-fluorobenzyloxy)pyrimidin-4-yl]carbamic acid phenyl ester). Isolated yield 21.0%. Reaction SMILES: [F:1][C:2]1[C:3]([NH2:17])=[N:4][C:5]([O:8][CH2:9][C:10]2[CH:15]=[CH:14][C:13]([F:16])=[CH:12][CH:11]=2)=[N:6][CH:7]=1.[H-].[Na+].[C:20](=O)([O:28]C1C=CC=CC=1)[O:21][C:22]1[CH:27]=[CH:26][CH:25]=[CH:24][CH:23]=1.CCOC(C)=O>C1COCC1>[C:22]1([O:21][C:20](=[O:28])[NH:17][C:3]2[C:2]([F:1])=[CH:7][N:6]=[C:5]([O:8][CH2:9][C:10]3[CH:11]=[CH:12][C:13]([F:16])=[CH:14][CH:15]=3)[N:4]=2)[CH:27]=[CH:26][CH:25]=[CH:24][CH:23]=1 |f:1.2|. Procedure: To a stirred mixture of 5-fluoro-2-(4-fluorobenzyloxy)pyrimidin-4-ylamine (0.20 g, 0.84 mmol) in dry THF (3 mL) at ice-bath temperatures was added NaH (0.034 g of 60 wt. % suspension in mineral oil, 0.84 mmol). When bubbling ceased, the resulting mixture was transferred (dropwise) via cannula to an ice-cold, stirred mixture of diphenyl carbonate (1.8 g, 8.4 mmol) in dry THF (5 mL). The mixture was stirred overnight, poured into EtOAc, and washed with saturated aq. NH4Cl solution followed by brin... The reactants are [Br-], C1CCOC1, Cc1ccccc1[Mg+], N#CC(C#N)=Cc1cccc2ccccc12. Product: Cc1ccccc1C(c1cccc2ccccc12)C(C#N)C#N. As a reaction SMILES: [Br-:17].[O:26]1[CH2:27][CH2:28][CH2:29][CH2:30]1.[c:18]1([CH3:25])[c:19]([Mg+:24])[cH:20][cH:21][cH:22][cH:23]1.[c:1]1([CH:11]=[C:12]([C:13]#[N:14])[C:15]#[N:16])[cH:2][cH:3][cH:4][c:5]2[cH:6][cH:7][cH:8][cH:9][c:10]12>>[c:1]1([CH:11]([CH:12]([C:13]#[N:14])[C:15]#[N:16])[c:19]2[c:18]([CH3:25])[cH:23][cH:22][cH:21][cH:20]2)[cH:2][cH:3][cH:4][c:5]2[cH:6][cH:7][cH:8][cH:9][c:10]12. The reactants are COc1cc2c(Cl)ncnc2cc1OCCCN1CCN(C(C)=O)CC1, C[Si](C)(C)[N-][Si](C)(C)C, COCC#Cc1cc(F)c(N)c2c1OCO2, [Na+], CN(C)C=O. The product is COCC#Cc1cc(F)c(Nc2ncnc3cc(OCCCN4CCN(C(C)=O)CC4)c(OC)cc23)c2c1OCO2. RXN SMILES: [C:1]([CH3:2])(=[O:3])[N:4]1[CH2:5][CH2:6][N:7]([CH2:10][CH2:11][CH2:12][O:13][c:14]2[c:15]([O:25][CH3:26])[cH:16][c:17]3[c:18]([Cl:24])[n:19][cH:20][n:21][c:22]3[cH:23]2)[CH2:8][CH2:9]1.[CH3:43][Si:44]([N-:45][Si:46]([CH3:47])([CH3:48])[CH3:49])([CH3:50])[CH3:51].[F:27][c:28]1[c:29]([NH2:42])[c:30]2[c:31]([c:35]([C:37]#[C:38][CH2:39][O:40][CH3:41])[cH:36]1)[O:32][CH2:33][O:34]2.[Na+:52].[O:53]=[CH:54][N:55]([CH3:56])[CH3:57]>>[C:1]([CH3:2])(=[O:3])[N:4]1[CH2:5][CH2:6][N:7]([CH2:10][CH2:11][CH2:12][O:13][c:14]2[c:15]([O:25][CH3:26])[cH:16][c:17]3[c:18]([NH:42][c:29]4[c:28]([F:27])[cH:36][c:35]([C:37]#[C:38][CH2:39][O:40][CH3:41])[c:31]5[c:30]4[O:34][CH2:33][O:32]5)[n:19][cH:20][n:21][c:22]3[cH:23]2)[CH2:8][CH2:9]1. Reactants: BrC1(C(C1)(C(=O)OC)C)Br (2,2-dibromo-1-methylcyclopropanecarboxylic acid, methyl ester), [OH-].[Li+] (lithium hydroxide), Cl (hydrochloric acid). Run in O1CCCC1.O (tetrahydrofuran water). Reaction conditions: time 8 hour. Product: BrC1(C(C1)(C(=O)O)C)Br (2,2-Dibromo-1-methylcyclopropanecarboxylic Acid). The yield is 620.4%. Reaction SMILES: [Br:1][C:2]1([Br:10])[CH2:4][C:3]1([CH3:9])[C:5]([O:7]C)=[O:6].[OH-].[Li+].Cl>O1CCCC1.O>[Br:1][C:2]1([Br:10])[CH2:4][C:3]1([CH3:9])[C:5]([OH:7])=[O:6] |f:1.2,4.5|. Procedure: To 25 mL of a 50:50 mixture of tetrahydrofuran/water was added 2,2-dibromo-1-methylcyclopropanecarboxylic acid, methyl ester(2.72 g, 10 mmol)and lithium hydroxide (0.8 g, 20 mmol). The reaction mixture was stirred overnight. The reaction mixture was acidified with 1 M hydrochloric acid (24 mL). The reaction mixture was extracted with dichloromethane (2×25 mL) and the organic phases were collected, washed with brine, dried (MgSO4)and evaporated to give the title product (16 g) as white crystals m...